Dataset: the Open Reaction Database (ORD), a public repository of structured organic reaction records. Task: describe an organic reaction: reactants, conditions, products, and yield Starting materials: CC(c1ccc(Br)cc1)N1CCC(CCO)(c2ccc(F)cc2)OC1=O, O=C1CNCCN1. Product: CC(c1ccc(Br)cc1)N1CCC(CCN2CCNC(=O)C2)(c2ccc(F)cc2)OC1=O. RXN SMILES: [Br:1][c:2]1[cH:3][cH:4][c:5]([CH:8]([CH3:9])[N:10]2[C:11](=[O:26])[O:12][C:13]([CH2:16][CH2:17][OH:18])([c:19]3[cH:20][cH:21][c:22]([F:25])[cH:23][cH:24]3)[CH2:14][CH2:15]2)[cH:6][cH:7]1.[NH:27]1[C:28](=[O:33])[CH2:29][NH:30][CH2:31][CH2:32]1>>[Br:1][c:2]1[cH:3][cH:4][c:5]([CH:8]([CH3:9])[N:10]2[C:11](=[O:26])[O:12][C:13]([CH2:16][CH2:17][N:30]3[CH2:29][C:28](=[O:33])[NH:27][CH2:32][CH2:31]3)([c:19]3[cH:20][cH:21][c:22]([F:25])[cH:23][cH:24]3)[CH2:14][CH2:15]2)[cH:6][cH:7]1. The reactants are CC(C)(C)OC(=O)NCCNc1cc2c(=O)n(NS(C)(=O)=O)c(=O)[nH]c2cc1[N+](=O)[O-], ClCCl, O=C(O)C(F)(F)F. Product: CS(=O)(=O)Nn1c(=O)[nH]c2cc([N+](=O)[O-])c(NCCN)cc2c1=O. As a reaction SMILES: [C:1]([O:2][C:3](=[O:4])[NH:7][CH2:8][CH2:9][NH:10][c:11]1[cH:12][c:13]2[c:14](=[O:30])[n:15]([NH:25][S:26](=[O:27])(=[O:28])[CH3:29])[c:16](=[O:24])[nH:17][c:18]2[cH:19][c:20]1[N+:21](=[O:22])[O-:23])([CH3:5])([CH3:6])[CH3:31].[Cl:39][CH2:40][Cl:41].[OH:32][C:33]([C:34]([F:35])([F:36])[F:37])=[O:38]>>[NH2:7][CH2:8][CH2:9][NH:10][c:11]1[cH:12][c:13]2[c:14](=[O:30])[n:15]([NH:25][S:26](=[O:27])(=[O:28])[CH3:29])[c:16](=[O:24])[nH:17][c:18]2[cH:19][c:20]1[N+:21](=[O:22])[O-:23]. Reactants: FC=1C=C(C=CC1)S(=O)(=O)C=1C=NC2=C(C=CC=C2C1)I (3-(3-fluorophenylsulfonyl)-8-iodoquinoline), [C@H]12CNC[C@@H]2N(C1)C(=O)OC(C)(C)C ((1S,5R)-tert-butyl 3,6-diazabicyclo[3.2.0]heptane-6-carboxylate). Yields the product FC=1C=C(C=CC1)S(=O)(=O)C=1C=NC2=C(C=CC=C2C1)N1C[C@H]2CN([C@H]2C1)C(=O)OC(C)(C)C ((1S,5R)-tert-butyl 3-(3-(3-fluorophenylsulfonyl)quinolin-8-yl)-3,6-diazabicyclo[3.2.0]heptane-6-carboxylate). As a reaction SMILES: [F:1][C:2]1[CH:3]=[C:4]([S:8]([C:11]2[CH:12]=[N:13][C:14]3[C:19]([CH:20]=2)=[CH:18][CH:17]=[CH:16][C:15]=3I)(=[O:10])=[O:9])[CH:5]=[CH:6][CH:7]=1.[C@H:22]12[CH2:28][N:27]([C:29]([O:31][C:32]([CH3:35])([CH3:34])[CH3:33])=[O:30])[C@H:26]1[CH2:25][NH:24][CH2:23]2>>[F:1][C:2]1[CH:3]=[C:4]([S:8]([C:11]2[CH:12]=[N:13][C:14]3[C:19]([CH:20]=2)=[CH:18][CH:17]=[CH:16][C:15]=3[N:24]2[CH2:25][C@H:26]3[C@H:22]([CH2:28][N:27]3[C:29]([O:31][C:32]([CH3:35])([CH3:34])[CH3:33])=[O:30])[CH2:23]2)(=[O:10])=[O:9])[CH:5]=[CH:6][CH:7]=1. Reported procedure: 0.153 g of (1S,5R)-tert-butyl 3-(3-(3-fluorophenylsulfonyl)quinolin-8-yl)-3,6-diazabicyclo[3.2.0]heptane-6-carboxylate were prepared by analogy to the method of Example 25.4 by coupling of 3-(3-fluorophenylsulfonyl)-8-iodoquinoline and (1S,5R)-tert-butyl 3,6-diazabicyclo[3.2.0]heptane-6-carboxylate. Starting materials: CN1CCNCC1, CS(C)=O, N#Cc1cc(Cl)ccc1F, [K+], [K+], O=C([O-])[O-]. Product: CN1CCN(c2ccc(Cl)cc2C#N)CC1. RXN SMILES: [CH3:17][N:18]1[CH2:19][CH2:20][NH:21][CH2:22][CH2:23]1.[CH3:24][S:25]([CH3:26])=[O:27].[Cl:1][c:2]1[cH:3][cH:4][c:5]([F:10])[c:6]([C:7]#[N:8])[cH:9]1.[K+:11].[K+:12].[O-:13][C:14]([O-:15])=[O:16]>>[Cl:1][c:2]1[cH:3][cH:4][c:5]([N:21]2[CH2:20][CH2:19][N:18]([CH3:17])[CH2:23][CH2:22]2)[c:6]([C:7]#[N:8])[cH:9]1.